Dataset: the Open Reaction Database (ORD), a public repository of structured organic reaction records. Task: describe an organic reaction: reactants, conditions, products, and yield Reactants: ClC1=CC=C(C=C1)N1N=C2C(CC1=O)CSC1=C2C=C(S1)CC (2-(4-chlorophenyl)-8-ethyl-4a,5-dihydro-2H-thieno[2',3':2,3]thiopyrano[4,5-c]pyridazin-3(4H)-one), solution, Br (hydrogen bromide), CS(=O)C (dimethylsulfoxide). The solvent is C(C)(=O)O (acetic acid). Yields the product ClC1=CC=C(C=C1)N1N=C2C(=CC1=O)CSC1=C2C=C(S1)CC (2-(4-chlorophenyl)-8-ethyl-5H-thieno[2',3':2,3]thiopyrano[4,5-c]pyridazine-3(2H)-one). Yield: 70.4%. Reaction SMILES: [Cl:1][C:2]1[CH:7]=[CH:6][C:5]([N:8]2[C:13](=[O:14])[CH2:12][CH:11]3[CH2:15][S:16][C:17]4[S:21][C:20]([CH2:22][CH3:23])=[CH:19][C:18]=4[C:10]3=[N:9]2)=[CH:4][CH:3]=1.Br.CS(C)=O>C(O)(=O)C>[Cl:1][C:2]1[CH:3]=[CH:4][C:5]([N:8]2[C:13](=[O:14])[CH:12]=[C:11]3[CH2:15][S:16][C:17]4[S:21][C:20]([CH2:22][CH3:23])=[CH:19][C:18]=4[C:10]3=[N:9]2)=[CH:6][CH:7]=1. Procedure: To a solution of 5 g of 2-(4-chlorophenyl)-8-ethyl-4a,5-dihydro-2H-thieno[2',3':2,3]thiopyrano[4,5-c]pyridazin-3(4H)-one in a 30% solution of hydrogen bromide in acetic acid is added 2 ml of dimethylsulfoxide at room temperature. After the mixture is stirred for an hour at the same temperature, the mixture is poured into ice-cold water and extracted with chloroform. The extract is washed with water, dried over magnesium sulfate and concentrated under reduced pressure. The resulting crystals are ... The reactants are OS(=O)(=O)O (H2SO4), C(#N)C(C(=O)OCC)C(CC1=CC=CC=C1)(C)C (ethyl 2-cyano-3,3-dimethyl-4-phenylbutanoate), Ice water. Solvent: [NH4+].[OH-] (NH4OH). Conditions: time 24 hour. Yields the product NC1=C(C(CC2=CC=CC=C12)(C)C)C(=O)OCC (Ethyl 1-amino-3,3-dimethyl-3,4-dihydronaphthalene-2-carboxylate). The yield is 36.4%. RXN SMILES: OS(O)(=O)=O.[C:6]([CH:8]([C:14]([CH3:23])([CH3:22])[CH2:15][C:16]1[CH:21]=[CH:20][CH:19]=[CH:18][CH:17]=1)[C:9]([O:11][CH2:12][CH3:13])=[O:10])#[N:7]>[NH4+].[OH-]>[NH2:7][C:6]1[C:17]2[C:16](=[CH:21][CH:20]=[CH:19][CH:18]=2)[CH2:15][C:14]([CH3:22])([CH3:23])[C:8]=1[C:9]([O:11][CH2:12][CH3:13])=[O:10] |f:2.3|. Procedure: Concentrated H2SO4 (2.35 mL, 44.0 mmol) was added dropwise to ethyl 2-cyano-3,3-dimethyl-4-phenylbutanoate (1.08 g, 4.4 mmol) at 0° C. to give an orange solution. The reaction was allowed to warm to room temperature and was stirred for 24 h. Ice water (10 mL) was added to the deep red reaction to give an opaque yellow mixture. The reaction was basified with NH4OH (20 mL) and extracted with ether (3×10 mL). The organic extracts were washed with water and brine, dried over Na2SO4, and concentrated...